This data is from the Open Reaction Database (ORD), a public repository of structured organic reaction records. The task is: describe an organic reaction: reactants, conditions, products, and yield Starting materials: Compound ( I ), C(C1=CC=CC=C1)N (benzylamine), CN (monomethylamine), compound ( III ), [H][H] (hydrogen), compound 16. Yields the product C(C1=CC=CC=C1)N1C2CNCCC1C2 (8-benzyl-3,8-diazabicyclo[4.1.1]octane). Reaction SMILES: [H][H].[CH2:3]([NH2:10])[C:4]1[CH:9]=[CH:8][CH:7]=[CH:6][CH:5]=1.[CH3:11][NH2:12]>>[CH2:3]([N:10]1[CH:4]2[CH2:9][CH:8]1[CH2:11][NH:12][CH2:6][CH2:5]2)[C:4]1[CH:9]=[CH:8][CH:7]=[CH:6][CH:5]=1. Procedure: Compound (I) wherein R2 is derived from compound (III) wherein n is 1, m is 2 and Q is hydrogen is formed on reacting benzylamine rather than monomethylamine with compound 16 in Scheme III. Proceeding as in Scheme III, 8-benzyl-3,8-diazabicyclo[4.1.1]octane is formed which is coupled with compound (II) and then debenzylated by catalytic hydrogenation, as before. Starting materials: BrC=1C=CC(=C(C=O)C1)N1C(CCCC1)CC (5-bromo-2-(2-ethylpiperidin-1-yl)benzaldehyde), [BH4-].[Na+] (sodium borohydride). Solvent: CO (methanol). Run at time 1 hour. Product: BrC=1C=CC(=C(C1)CO)N1C(CCCC1)CC ([5-bromo-2-(2-ethylpiperidin-1-yl)phenyl]methanol). Yield: 61.0%. Reaction SMILES: [Br:1][C:2]1[CH:3]=[CH:4][C:5]([N:10]2[CH2:15][CH2:14][CH2:13][CH2:12][CH:11]2[CH2:16][CH3:17])=[C:6]([CH:9]=1)[CH:7]=[O:8].[BH4-].[Na+]>CO>[Br:1][C:2]1[CH:3]=[CH:4][C:5]([N:10]2[CH2:15][CH2:14][CH2:13][CH2:12][CH:11]2[CH2:16][CH3:17])=[C:6]([CH2:7][OH:8])[CH:9]=1 |f:1.2|. Procedure: To a solution of 5-bromo-2-(2-ethylpiperidin-1-yl)benzaldehyde (obtained in step 1, 10 g, 0.0484 mol) in methanol (100 mL) under nitrogen, was added sodium borohydride (1.28 g, 0.0484 mol) at 0° C. in portions. After being stirred at room temperature for a period of 1 h, the reaction mixture was evaporated to remove methanol. The resulting crude product was taken in water (100 mL) and extracted in ethyl acetate. The separated organic layer was washed with water, dried over sodium sulphate and co... The reactants are CC=1C=C(C=NC1)N (5-methyl-3-pyridineamine), C([O-])([O-])=O.[Cs+].[Cs+] (cesium carbonate), CC1(C2=C(C(=CC=C2)P(C3=CC=CC=C3)C4=CC=CC=C4)OC5=C(C=CC=C51)P(C6=CC=CC=C6)C7=CC=CC=C7)C (Xantphos), ClC1=C(C=C(C(=N1)N[C@@H]1[C@@H](CCCC1)NC(OC(C)(C)C)=O)F)C#N (tert-butyl cis-2-(6-chloro-5-cyano-3-fluoropyridin-2-ylamino)cyclohexylcarbamate). The reagents and catalysts are C=1C=CC(=CC1)/C=C/C(=O)/C=C/C2=CC=CC=C2.C=1C=CC(=CC1)/C=C/C(=O)/C=C/C2=CC=CC=C2.C=1C=CC(=CC1)/C=C/C(=O)/C=C/C2=CC=CC=C2.[Pd].[Pd] (Pd2(dba)3). Solvent: C(C)(=O)OCC (ethyl acetate), O (water), O1CCOCC1 (1,4-dioxane). Conditions: temperature 100 celsius, time 2 hour. Product: CC=1C=C(C=NC1)NC1=C(C=C(C(=N1)N[C@@H]1[C@@H](CCCC1)NC(OC(C)(C)C)=O)F)C#N (tert-butyl cis-2-(6-(5-methylpyridin-3-ylamino)-5-cyano-3-fluoropyridin-2-ylamino)cyclohexylcarbamate). Yield: 87.6%. As a reaction SMILES: [CH3:1][C:2]1[CH:3]=[C:4]([NH2:8])[CH:5]=[N:6][CH:7]=1.C(=O)([O-])[O-].[Cs+].[Cs+].CC1(C)C2C(=C(P(C3C=CC=CC=3)C3C=CC=CC=3)C=CC=2)OC2C(P(C3C=CC=CC=3)C3C=CC=CC=3)=CC=CC1=2.Cl[C:58]1[N:63]=[C:62]([NH:64][C@H:65]2[CH2:70][CH2:69][CH2:68][CH2:67][C@H:66]2[NH:71][C:72](=[O:78])[O:73][C:74]([CH3:77])([CH3:76])[CH3:75])[C:61]([F:79])=[CH:60][C:59]=1[C:80]#[N:81]>C1C=CC(/C=C/C(/C=C/C2C=CC=CC=2)=O)=CC=1.C1C=CC(/C=C/C(/C=C/C2C=CC=CC=2)=O)=CC=1.C1C=CC(/C=C/C(/C=C/C2C=CC=CC=2)=O)=CC=1.[Pd].[Pd].C(OCC)(=O)C.O.O1CCOCC1>[CH3:1][C:2]1[CH:3]=[C:4]([NH:8][C:58]2[N:63]=[C:62]([NH:64][C@H:65]3[CH2:70][CH2:69][CH2:68][CH2:67][C@H:66]3[NH:71][C:72](=[O:78])[O:73][C:74]([CH3:76])([CH3:77])[CH3:75])[C:61]([F:79])=[CH:60][C:59]=2[C:80]#[N:81])[CH:5]=[N:6][CH:7]=1 |f:1.2.3,6.7.8.9.10|. Reported procedure: 5-methyl-3-pyridineamine (191 mg), cesium carbonate (1.10 g), Pd2(dba)3 (186 mg), and Xantphos (235 mg) were added to a 1,4-dioxane (14 ml) solution containing tert-butyl cis-2-(6-chloro-5-cyano-3-fluoropyridin-2-ylamino)cyclohexylcarbamate (500 mg), followed by stirring at 100° C. for 2 hours in a nitrogen atmosphere. The reaction mixture was cooled to room temperature, and water and ethyl acetate were added. Insoluble matter was removed by filtration, the filter cake was washed with water and ... Reactants: ClC1=C(C(=CC=C1)C)NC=1NC2=C(N1)C=C(C1=C2CC(O1)(C)C)C(=O)O (2-[(2-chloro-6-methylphenyl)amino]-7,7-dimethyl-7,8-dihydro-1H-furo[3,2-e]benzimidazole-5-carboxylic acid), CCN(C(C)C)C(C)C (DIPEA), S(=O)(Cl)Cl (thionyl chloride), FC1=C(C=C(N)C=C1)C(F)(F)F (4-fluoro-3-(trifluoromethyl)aniline). Run in C1CCOC1 (THF), C1=CC=CC=C1 (benzene). The product is ClC1=C(C(=CC=C1)C)NC1=NC2=C(N1)C=1CC(OC1C(=C2)C(=O)NC2=CC(=C(C=C2)F)C(F)(F)F)(C)C (2-((2-Chloro-6-methylphenyl)amino)-N-(4-fluoro-3-(trifluoromethyl)phenyl)-7,7-dimethyl-7,8-dihydro-1H-benzofuro[4,5-d]imidazole-5-carboxamide). Isolated yield 5.6%. As a reaction SMILES: [Cl:1][C:2]1[CH:7]=[CH:6][CH:5]=[C:4]([CH3:8])[C:3]=1[NH:9][C:10]1[NH:11][C:12]2[C:18]3[CH2:19][C:20]([CH3:23])([CH3:22])[O:21][C:17]=3[C:16]([C:24]([OH:26])=O)=[CH:15][C:13]=2[N:14]=1.S(Cl)(Cl)=O.[F:31][C:32]1[CH:38]=[CH:37][C:35]([NH2:36])=[CH:34][C:33]=1[C:39]([F:42])([F:41])[F:40].CCN(C(C)C)C(C)C>C1COCC1.C1C=CC=CC=1>[Cl:1][C:2]1[CH:7]=[CH:6][CH:5]=[C:4]([CH3:8])[C:3]=1[NH:9][C:10]1[NH:11][C:12]2[C:18]3[CH2:19][C:20]([CH3:22])([CH3:23])[O:21][C:17]=3[C:16]([C:24]([NH:36][C:35]3[CH:37]=[CH:38][C:32]([F:31])=[C:33]([C:39]([F:42])([F:40])[F:41])[CH:34]=3)=[O:26])=[CH:15][C:13]=2[N:14]=1. Procedure: The title compound was prepared by following the procedure as described for Example-108 using 2-[(2-chloro-6-methylphenyl)amino]-7,7-dimethyl-7,8-dihydro-1H-furo[3,2-e]benzimidazole-5-carboxylic acid (Intermediate-35, 0.150 g, 0.403 mmol), thionyl chloride (2.0 mL), 4-fluoro-3-(trifluoromethyl)aniline (0.108 g, 0.604 mmol), benzene (4 mL), THF (6.0 mL) and DIPEA (4 mL). The obtained crude product was purified by column chromatography on basic alumina eluting with 0.7-1.0% MeOH:DCM to afford 0.01...